describe an organic reaction: reactants, conditions, products, and yield From a dataset of the Open Reaction Database (ORD), a public repository of structured organic reaction records. Reactants: C1COCCO1, CO, COc1nc2c(N)nc(OCCC3CC3)nc2n1CCC1CCCCO1, Cl. Yields the product Nc1nc(OCCC2CC2)nc2c1[nH]c(=O)n2CCC1CCCCO1. Reaction SMILES: [CH2:30]1[O:31][CH2:32][CH2:33][O:34][CH2:35]1.[CH3:28][OH:29].[CH:1]1([CH2:4][CH2:5][O:6][c:7]2[n:8][c:9]([NH2:26])[c:10]3[n:11][c:12]([O:24][CH3:25])[n:13]([CH2:16][CH2:17][CH:18]4[O:19][CH2:20][CH2:21][CH2:22][CH2:23]4)[c:14]3[n:15]2)[CH2:2][CH2:3]1.[ClH:27]>>[CH:1]1([CH2:4][CH2:5][O:6][c:7]2[n:8][c:9]([NH2:26])[c:10]3[nH:11][c:12](=[O:24])[n:13]([CH2:16][CH2:17][CH:18]4[O:19][CH2:20][CH2:21][CH2:22][CH2:23]4)[c:14]3[n:15]2)[CH2:2][CH2:3]1.